This data is from the Open Reaction Database (ORD), a public repository of structured organic reaction records. The task is: describe an organic reaction: reactants, conditions, products, and yield Reactants: BrC1=NNC2=CC=C(C=C12)C1C2=C(NC(=C1C#N)C)COC2=O (4-(3-bromo-1H-indazol-5-yl)-2-methyl-5-oxo-1,4,5,7-tetrahydrofuro[3,4-b]pyridine-3-carbonitrile), CC(C)OC1=CC=C(C=N1)B(O)O ([6-(propan-2-yloxy)pyridin-3-yl]boronic acid), atmosphere, C([O-])(O)=O.[Na+] (sodium bicarbonate). The reagents and catalysts are C=1C=CC(=CC1)[P](C=2C=CC=CC2)(C=3C=CC=CC3)[Pd]([P](C=4C=CC=CC4)(C=5C=CC=CC5)C=6C=CC=CC6)([P](C=7C=CC=CC7)(C=8C=CC=CC8)C=9C=CC=CC9)[P](C=1C=CC=CC1)(C=1C=CC=CC1)C=1C=CC=CC1 (tetrakis(triphenylphosphine)palladium(0)). Solvent: O1CCOCC1 (1,4-dioxane). Run at temperature 100 celsius, time 12 hour. Product: CC1=C(C(C2=C(N1)COC2=O)C=2C=C1C(=NNC1=CC2)C=2C=NC(=CC2)OC(C)C)C#N (2-Methyl-5-oxo-4-{3-[6-(propan-2-yloxy)pyridin-3-yl}-1H-indazol-5-yl]-1,4,5,7-tetrahydrofuro-[3,4-b]pyridine-3-carbonitrile). Yield: 19.6%. Reaction SMILES: Br[C:2]1[C:10]2[C:5](=[CH:6][CH:7]=[C:8]([CH:11]3[C:16]([C:17]#[N:18])=[C:15]([CH3:19])[NH:14][C:13]4[CH2:20][O:21][C:22](=[O:23])[C:12]3=4)[CH:9]=2)[NH:4][N:3]=1.[CH3:24][CH:25]([O:27][C:28]1[N:33]=[CH:32][C:31](B(O)O)=[CH:30][CH:29]=1)[CH3:26].C(=O)(O)[O-].[Na+]>O1CCOCC1.C1C=CC([P]([Pd]([P](C2C=CC=CC=2)(C2C=CC=CC=2)C2C=CC=CC=2)([P](C2C=CC=CC=2)(C2C=CC=CC=2)C2C=CC=CC=2)[P](C2C=CC=CC=2)(C2C=CC=CC=2)C2C=CC=CC=2)(C2C=CC=CC=2)C2C=CC=CC=2)=CC=1>[CH3:19][C:15]1[NH:14][C:13]2[CH2:20][O:21][C:22](=[O:23])[C:12]=2[CH:11]([C:8]2[CH:9]=[C:10]3[C:5](=[CH:6][CH:7]=2)[NH:4][N:3]=[C:2]3[C:31]2[CH:32]=[N:33][C:28]([O:27][CH:25]([CH3:26])[CH3:24])=[CH:29][CH:30]=2)[C:16]=1[C:17]#[N:18] |f:2.3,^1:51,53,72,91|. Procedure: To a degassed solution of 120 mg (0.323 mmol) 4-(3-bromo-1H-indazol-5-yl)-2-methyl-5-oxo-1,4,5,7-tetrahydrofuro[3,4-b]pyridine-3-carbonitrile (Example 24) and 70.2 mg (0.388 mmol) [6-(propan-2-yloxy)pyridin-3-yl]boronic acid in anhydrous 1,4-dioxane (3.5 ml) were added under inert gas atmosphere 37.4 mg (0.032 mmol) tetrakis(triphenylphosphine)palladium(0) and aqueous sodium bicarbonate solution (2 M, 0.77 ml). The resulting mixture was stirred at 100° C. for 12 h. After cooling to room temperat... The reactants are C(C1=CC=CC=C1)OC(=O)N1C[C@H](N(CC1)C(=O)OC(C)(C)C)C(=O)O ((S)-4-(benzyloxycarbonyl)-1-(tert-butyloxycarbonyl)-piperazine-2-carboxylic acid), [H][H] (hydrogen). Run in CO (methanol). Conditions: time 2 hour. Yields the product C(C)(C)(C)OC(=O)N1[C@@H](CNCC1)C(=O)O ((S)-1-(tert-Butyloxycarbonyl)piperazine-2-carboxylic acid). RXN SMILES: C(OC([N:11]1[CH2:16][CH2:15][N:14]([C:17]([O:19][C:20]([CH3:23])([CH3:22])[CH3:21])=[O:18])[C@H:13]([C:24]([OH:26])=[O:25])[CH2:12]1)=O)C1C=CC=CC=1.[H][H]>CO>[C:20]([O:19][C:17]([N:14]1[CH2:15][CH2:16][NH:11][CH2:12][C@H:13]1[C:24]([OH:26])=[O:25])=[O:18])([CH3:23])([CH3:21])[CH3:22]. Procedure details: A solution of 4.00 g (10.98 mmole) of (S)-4-(benzyloxycarbonyl)-1-(tert-butyloxycarbonyl)-piperazine-2-carboxylic acid in 40 ml of methanol was hydrogenated over 1.0 g of 10% pd/c with rocking at 25° under 40 psi of hydrogen for 16 hr. The mixture was filtered and the cake was washed with a mixture of 100 ml of dichloromethane, 50 ml of methanol and 1.0 g of diisopropylethyl amine. Concentration in vacuo followed by Pumping in vacuo for 2 hr left 2.39 g (95%) of white solid which was homogeneous... Reactants: CCOC(=O)OCC, CCn1ccnc1-c1cccc2ccccc12, C1CCOC1, [Li]CCCC, CCCCCC, O. Product: CCOC(=O)c1cnc(-c2cccc3ccccc23)n1CC. Reaction SMILES: [C:29]([O:30][CH2:31][CH3:32])([O:33][CH2:35][CH3:36])=[O:34].[CH2:1]([CH3:2])[n:3]1[c:4](-[c:8]2[cH:9][cH:10][cH:11][c:12]3[cH:13][cH:14][cH:15][cH:16][c:17]23)[n:5][cH:6][cH:7]1.[CH2:37]1[O:38][CH2:39][CH2:40][CH2:41]1.[CH3:18][CH2:19][CH2:20][CH2:21][Li:22].[CH3:23][CH2:24][CH2:25][CH2:26][CH2:27][CH3:28].[OH2:42]>>[CH2:1]([CH3:2])[n:3]1[c:4](-[c:8]2[cH:9][cH:10][cH:11][c:12]3[cH:13][cH:14][cH:15][cH:16][c:17]23)[n:5][cH:6][c:7]1[C:29]([O:30][CH2:31][CH3:32])=[O:33]. Yields the product O=C(O)C=CCCCCc1ccccc1. As a reaction SMILES: [Cl:27][CH2:28][Cl:29].[OH:20][C:21]([C:22]([F:23])([F:24])[F:25])=[O:26].[c:1]1([CH2:7][CH2:8][CH2:9][CH2:10][CH:11]=[CH:12][C:13](=[O:14])[O:15][C:16]([CH3:17])([CH3:18])[CH3:19])[cH:2][cH:3][cH:4][cH:5][cH:6]1>>[c:1]1([CH2:7][CH2:8][CH2:9][CH2:10][CH:11]=[CH:12][C:13](=[O:14])[OH:15])[cH:2][cH:3][cH:4][cH:5][cH:6]1. Starting materials: ClCCl, O=C(O)C(F)(F)F, CC(C)(C)OC(=O)C=CCCCCc1ccccc1. Reactants: 17, ClC=1C=CC(=C(C1)C1(CCN(CC1)S(=O)(=O)C1=CC=C(C=C1)C)C(=O)OCC)OC (ethyl 4-(5-chloro-2-methoxyphenyl)-1-(4-methylphenylsulfonyl)-4-piperidinecarboxylate), C1(=CC=CC=C1)O (phenol), Br (hydrobromic acid). Run in C(C)(=O)O (acetic acid). Conditions: time 8 hour. Product: Cl.ClC=1C=CC(=C(C1)C1(CCNCC1)C(=O)OCC)OC (ethyl 4-(5-chloro-2-methoxyphenyl)-4-piperidinecarboxylate hydrochloride). The yield is 55.0%. As a reaction SMILES: [Cl:1][C:2]1[CH:3]=[CH:4][C:5]([O:29][CH3:30])=[C:6]([C:8]2([C:24]([O:26][CH2:27][CH3:28])=[O:25])[CH2:13][CH2:12][N:11](S(C3C=CC(C)=CC=3)(=O)=O)[CH2:10][CH2:9]2)[CH:7]=1.C1(O)C=CC=CC=1.Br>C(O)(=O)C>[ClH:1].[Cl:1][C:2]1[CH:3]=[CH:4][C:5]([O:29][CH3:30])=[C:6]([C:8]2([C:24]([O:26][CH2:27][CH3:28])=[O:25])[CH2:9][CH2:10][NH:11][CH2:12][CH2:13]2)[CH:7]=1 |f:4.5|. Reported procedure: A mixture of 17 parts of ethyl 4-(5-chloro-2-methoxyphenyl)-1-(4-methylphenylsulfonyl)-4-piperidinecarboxylate, 7.5 parts of phenol and 135 parts of a hydrobromic acid solution in acetic acid is stirred overnight at room temperature. The reaction mixture is poured onto water and the whole is washed with 2,2'-oxybispropane. The aqueous phase is alkalized with sodium hydroxide while cooling. The product is extracted with trichloromethane. The extract is washed with water, dried, filtered and evapo... Reactants: C1CCOC1, C1CC2CNCC1O2, CCN(C(C)C)C(C)C, COc1cccc2c1nc(C(F)F)n2-c1nc(Cl)nc(N2CCN(C(=O)OC(C)(C)C)CC2)n1, Cl. Product: COc1cccc2c1nc(C(F)F)n2-c1nc(N2CCN(C(=O)OC(C)(C)C)CC2)nc(N2CC3CCC(C2)O3)n1. Reaction SMILES: [CH2:53]1[O:54][CH2:55][CH2:56][CH2:57]1.[CH:36]12[CH2:37][NH:38][CH2:39][CH:40]([CH2:41][CH2:42]1)[O:43]2.[CH:44]([N:45]([CH2:46][CH3:47])[CH:48]([CH3:49])[CH3:50])([CH3:51])[CH3:52].[Cl:1][c:2]1[n:3][c:4]([N:22]2[CH2:23][CH2:24][N:25]([C:28](=[O:29])[O:30][C:31]([CH3:32])([CH3:33])[CH3:34])[CH2:26][CH2:27]2)[n:5][c:6](-[n:8]2[c:9]([CH:19]([F:20])[F:21])[n:10][c:11]3[c:12]2[cH:13][cH:14][cH:15][c:16]3[O:17][CH3:18])[n:7]1.[ClH:35]>>[c:2]1([N:38]2[CH2:37][CH:36]3[CH2:42][CH2:41][CH:40]([CH2:39]2)[O:43]3)[n:3][c:4]([N:22]2[CH2:23][CH2:24][N:25]([C:28](=[O:29])[O:30][C:31]([CH3:32])([CH3:33])[CH3:34])[CH2:26][CH2:27]2)[n:5][c:6](-[n:8]2[c:9]([CH:19]([F:20])[F:21])[n:10][c:11]3[c:12]2[cH:13][cH:14][cH:15][c:16]3[O:17][CH3:18])[n:7]1. Reactants: CCOC(=O)c1ccnc(Cl)c1, CN(C(=O)c1ccc(Cl)cc1)C1CCNCC1c1ccc(Cl)c(Cl)c1, Cl. Yields the product CCOC(=O)c1ccnc(N2CCC(N(C)C(=O)c3ccc(Cl)cc3)C(c3ccc(Cl)c(Cl)c3)C2)c1. Reaction SMILES: [Cl:27][c:28]1[n:29][cH:30][cH:31][c:32]([C:34](=[O:35])[O:36][CH2:37][CH3:38])[cH:33]1.[Cl:2][c:3]1[cH:4][cH:5][c:6]([C:7](=[O:8])[N:9]([CH3:10])[CH:11]2[CH:12]([c:17]3[cH:18][c:19]([Cl:24])[c:20]([Cl:23])[cH:21][cH:22]3)[CH2:13][NH:14][CH2:15][CH2:16]2)[cH:25][cH:26]1.[ClH:1]>>[Cl:2][c:3]1[cH:4][cH:5][c:6]([C:7](=[O:8])[N:9]([CH3:10])[CH:11]2[CH:12]([c:17]3[cH:18][c:19]([Cl:24])[c:20]([Cl:23])[cH:21][cH:22]3)[CH2:13][N:14]([c:28]3[n:29][cH:30][cH:31][c:32]([C:34](=[O:35])[O:36][CH2:37][CH3:38])[cH:33]3)[CH2:15][CH2:16]2)[cH:25][cH:26]1. Product: Cc1nc(C(C)(C)O[SiH2]C(C)(C)C)cn1-c1ccc(F)cc1. Reactants: CC(C)(C)[SiH2]OC(C)(C)c1cn(-c2ccc(F)cc2)cn1, [Li]CCCC, C1CCOC1, CI. As a reaction SMILES: [C:1]([CH3:2])([CH3:3])([CH3:4])[SiH2:5][O:6][C:7]([c:8]1[n:9][cH:10][n:11](-[c:13]2[cH:14][cH:15][c:16]([F:19])[cH:17][cH:18]2)[cH:12]1)([CH3:20])[CH3:21].[CH2:22]([Li:23])[CH2:24][CH2:25][CH3:26].[CH2:29]1[O:30][CH2:31][CH2:32][CH2:33]1.[I:27][CH3:28]>>[C:1]([CH3:2])([CH3:3])([CH3:4])[SiH2:5][O:6][C:7]([c:8]1[n:9][c:10]([CH3:22])[n:11](-[c:13]2[cH:14][cH:15][c:16]([F:19])[cH:17][cH:18]2)[cH:12]1)([CH3:20])[CH3:21].